Dataset: the Open Reaction Database (ORD), a public repository of structured organic reaction records. Task: describe an organic reaction: reactants, conditions, products, and yield The reactants are [OH-].[Na+] (sodium hydroxide), OC1=CC=C(C=C1)C=1N=NSC1 (4-(4-hydroxyphenyl)1,2,3-thiadiazole), C(Br)C1CO1 (epibromohydrin). The solvent is O (water). Yields the product O1C(COC2=CC=C(C=C2)C=2N=NSC2)C1 (4-[4(2,3-epoxypropoxy)phenyl] 1,2,3-thiadiazole). Reaction SMILES: [OH-].[Na+].[OH:3][C:4]1[CH:9]=[CH:8][C:7]([C:10]2[N:11]=[N:12][S:13][CH:14]=2)=[CH:6][CH:5]=1.[CH2:15]([CH:17]1[O:19][CH2:18]1)Br>O>[O:19]1[CH2:18][CH:17]1[CH2:15][O:3][C:4]1[CH:5]=[CH:6][C:7]([C:10]2[N:11]=[N:12][S:13][CH:14]=2)=[CH:8][CH:9]=1 |f:0.1|. Reported procedure: To a solution of 0.112 g. of sodium hydroxide in 10 ml. of water is added 0.499 g. of 4-(4-hydroxyphenyl)1,2,3-thiadiazole and to the resulting solution is added dropwise, under stirring, 0.66 ml. of epibromohydrin, in a 5 minute period. The reaction mixture is stirred for 48 hours and extracted several times with ethyl acetate. The combined organic extracts are washed with water to neutrality, dried over anhydrous sodium sulfate and evaporated to dryness under vacuo. The semisolid residue is cr...